This data is from the Open Reaction Database (ORD), a public repository of structured organic reaction records. The task is: describe an organic reaction: reactants, conditions, products, and yield Reactants: CC1(OC(CN1C(=O)Cl)(C)C)CCCCCC (2-methyl-2-n-hexyl-3-chlorocarbonyl-5,5-dimethyl-1,3-oxazolidine), N1C=NC=C1 (imidazole), C([O-])([O-])=O.[K+].[K+] (potassium carbonate), CN(C=O)C (dimethylformamide). The solvent is O (water). Product: CC1(OC(CN1C(=O)N1C=NC=C1)(C)C)CCCCCC (2-Methyl-2-n-hexyl-3-(1-imidazolylcarbonyl)-5,5-dimethyl-1,3-oxazolidine). The yield is 92.0%. As a reaction SMILES: [CH3:1][C:2]1([CH2:12][CH2:13][CH2:14][CH2:15][CH2:16][CH3:17])[N:6]([C:7](Cl)=[O:8])[CH2:5][C:4]([CH3:11])([CH3:10])[O:3]1.[NH:18]1[CH:22]=[CH:21][N:20]=[CH:19]1.C(=O)([O-])[O-].[K+].[K+].CN(C)C=O>O>[CH3:1][C:2]1([CH2:12][CH2:13][CH2:14][CH2:15][CH2:16][CH3:17])[N:6]([C:7]([N:18]2[CH:22]=[CH:21][N:20]=[CH:19]2)=[O:8])[CH2:5][C:4]([CH3:11])([CH3:10])[O:3]1 |f:2.3.4|. Procedure: A mixture comprising 2.6 g (0.01 mole) of 2-methyl-2-n-hexyl-3-chlorocarbonyl-5,5-dimethyl-1,3-oxazolidine, 1.0 g (0.015 mole) of imidazole and 2.1 g (0.015 mole) of potassium carbonate was stirred with 30 ml of dimethylformamide (DMF) as the solvent at 50° C. to 60° C. for one hour. After completion of the reaction, water was added and then the mixture was extracted with toluene. The toluene layer was washed with water, dried and condensed, and then purified by a column chromatography, thereby ...